This data is from the Open Reaction Database (ORD), a public repository of structured organic reaction records. The task is: describe an organic reaction: reactants, conditions, products, and yield The reactants are ClC=1C=CC(=C(C1)C(CCN(C(OC(C)(C)C)=O)C)=O)C (tert-butyl 3-(5-chloro-2-methylphenyl)-3-oxopropyl(methyl)carbamate), [BH4-].[Na+] (NaBH4). The solvent is CO (MeOH). Reaction conditions: time 8 hour. Yields the product ClC=1C=CC(=C(C1)C(CCN(C(OC(C)(C)C)=O)C)O)C (tert-butyl 3-(5-chloro-2-methylphenyl)-3-hydroxypropyl(methyl)carbamate). RXN SMILES: [Cl:1][C:2]1[CH:3]=[CH:4][C:5]([CH3:21])=[C:6]([C:8](=[O:20])[CH2:9][CH2:10][N:11]([CH3:19])[C:12](=[O:18])[O:13][C:14]([CH3:17])([CH3:16])[CH3:15])[CH:7]=1.[BH4-].[Na+]>CO>[Cl:1][C:2]1[CH:3]=[CH:4][C:5]([CH3:21])=[C:6]([CH:8]([OH:20])[CH2:9][CH2:10][N:11]([CH3:19])[C:12](=[O:18])[O:13][C:14]([CH3:17])([CH3:15])[CH3:16])[CH:7]=1 |f:1.2|. Procedure details: To a solution of tert-butyl 3-(5-chloro-2-methylphenyl)-3-oxopropyl(methyl)carbamate (1.3 g, 4.2 mmol) in MeOH (26 mL) was added NaBH4 (0.64 g, 16.7 mmol) in portions. After addition, the mixture was stirred at room temperature overnight. The solvent was removed in vacuo to the residue, which was portioned between water and EtOAc. The organic layers were washed with brine, dried over Na2SO4, filtered and concentrated. 1H NMR (CDCl3, 400 MHz) δ 1.49 (s, 9H), 1.65 (s, 3H), 1.94 (m, 2H), 2.87 (s, 3... The reactants are [Cl-], Cl, CN1CC(C)(C)c2cc([N+](=O)[O-])ccc21, [Na+], [OH-]. Yields the product CN1CC(C)(C)c2cc(N)ccc21. As a reaction SMILES: [Cl-:16].[ClH:19].[N+:1]([O-:2])(=[O:3])[c:4]1[cH:5][c:6]2[c:10]([cH:11][cH:12]1)[N:9]([CH3:13])[CH2:8][C:7]2([CH3:14])[CH3:15].[Na+:18].[OH-:17]>>[NH2:1][c:4]1[cH:5][c:6]2[c:10]([cH:11][cH:12]1)[N:9]([CH3:13])[CH2:8][C:7]2([CH3:14])[CH3:15].